Dataset: the Open Reaction Database (ORD), a public repository of structured organic reaction records. Task: describe an organic reaction: reactants, conditions, products, and yield The reactants are [Br-], Brc1cnc2[nH]ccc2c1, CCCC[N+](CCCC)(CCCC)CCCC, ClCCl, [Na+], [OH-], O=S(=O)(Cl)Cl, c1ccccc1. Product: O=S(=O)(c1ccccc1)n1ccc2cc(Br)cnc21. As a reaction SMILES: [Br-:24].[Br:3][c:4]1[cH:5][c:6]2[c:7]([n:8][cH:9]1)[nH:10][cH:11][cH:12]2.[CH3:25][CH2:26][CH2:27][CH2:28][N+:29]([CH2:30][CH2:31][CH2:32][CH3:33])([CH2:34][CH2:35][CH2:36][CH3:37])[CH2:38][CH2:39][CH2:40][CH3:41].[Cl:42][CH2:43][Cl:44].[Na+:2].[OH-:1].[S:13](=[O:14])(=[O:15])([Cl:16])[Cl:17].[cH:18]1[cH:19][cH:20][cH:21][cH:22][cH:23]1>>[Br:3][c:4]1[cH:5][c:6]2[c:7]([n:8][cH:9]1)[n:10]([S:13](=[O:14])(=[O:15])[c:18]1[cH:19][cH:20][cH:21][cH:22][cH:23]1)[cH:11][cH:12]2. Reactants: C(C)(C)N (isopropylamine), OC1=CC=C(C=C1)CC(=O)CC1=CC=C(C=C1)O (4-Hydroxyphenylmethyl ketone), BrCCBr (1,2-dibromoethane), BrCCC1=C(C=CC(=C1)C(C)=O)OC1=C(C=C(C=C1)C(C)=O)CCBr (2-bromoethyl-4-acetylphenyl ether). Product: C(C)(=O)C1=CC=C(OCCNC(C)C)C=C1 (2-(4-Acetylphenoxy)-N-(1-methylethyl)ethanamine). RXN SMILES: OC1C=CC(CC(CC2C=CC(O)=CC=2)=O)=CC=1.BrCCBr.BrCCC1C=C(C(=O)C)C=[CH:28][C:27]=1[O:35][C:36]1[CH:41]=[CH:40][C:39]([C:42](=[O:44])[CH3:43])=[CH:38][C:37]=1CCBr.[CH:48]([NH2:51])([CH3:50])[CH3:49]>>[C:42]([C:39]1[CH:38]=[CH:37][C:36]([O:35][CH2:27][CH2:28][NH:51][CH:48]([CH3:50])[CH3:49])=[CH:41][CH:40]=1)(=[O:44])[CH3:43]. Procedure details: 4-Hydroxyphenylmethyl ketone is reacted with 1,2-dibromoethane in the presence of base. The product of that reaction, 2-bromoethyl-4-acetylphenyl ether is then reacted with isopropylamine as in Preparation 26 to give the title compound.